From a dataset of the Open Reaction Database (ORD), a public repository of structured organic reaction records. describe an organic reaction: reactants, conditions, products, and yield As a reaction SMILES: [CH3:1][C:2]1[CH:3]=[C:4]([CH:8]=[CH:9][CH:10]=1)[C:5](Cl)=[O:6].C[O:12][P:13]1[C:18]2[CH:19]=[CH:20][CH:21]=[CH:22][C:17]=2[C:16]2[CH:23]=[CH:24][CH:25]=[CH:26][C:15]=2[O:14]1>C1(C)C=CC=CC=1>[CH3:1][C:2]1[CH:3]=[C:4]([CH:8]=[CH:9][CH:10]=1)[C:5]([P:13]1(=[O:12])[C:18]2[CH:19]=[CH:20][CH:21]=[CH:22][C:17]=2[C:16]2[CH:23]=[CH:24][CH:25]=[CH:26][C:15]=2[O:14]1)=[O:6]. Conditions: temperature 115 celsius. Reactants: CC=1C=C(C(=O)Cl)C=CC1 (3-methylbenzoyl chloride), COP1OC2=C(C3=C1C=CC=C3)C=CC=C2 (6-methoxy-(6H)-dibenz[c,e][1,2]-oxaphosphorin). Procedure: 46.6 g (0.3 mol) of 3-methylbenzoyl chloride were warmed to 85° C. under a nitrogen atmosphere. 69 g (0.3 mol) of 6-methoxy-(6H)-dibenz[c,e][1,2]-oxaphosphorin were added dropwise while stirring. The temperature was then increased in steps to 115° C. When the reaction was complete, 50 ml of toluene were added at room temperature. After crystallization, 85 g (84% of theory) of the abovementioned compound of melting point 108° to 111° C. were obtained. Solvent: C1(=CC=CC=C1)C (toluene). Product: CC=1C=C(C(=O)P2(OC3=C(C4=C2C=CC=C4)C=CC=C3)=O)C=CC1 (6-(3-Methylbenzoyl)-(6H)-dibenz[c,e][1,2]oxaphosphorin 6-oxide).